describe an organic reaction: reactants, conditions, products, and yield From a dataset of the Open Reaction Database (ORD), a public repository of structured organic reaction records. The reactants are CO (methanol), C(C)OC(=O)C=1C(=NC(=NC1)SC)NC=1C=C2C=NNC2=CC1 (4-(1H-5-indazolylamino)-2-methylthio-5-pyrimidinecarboxylic acid ethyl ester), C(C)N (ethylamine). The solvent is O (H2O). The product is C(C)NC(=O)C=1C(=NC(=NC1)SC)NC=1C=C2C=NNC2=CC1 (N-ethyl-4-(1H-5-Indazolylamino)-2-methylthio-5-pyrimidinecarboxamide). Yield: 80.0%. RXN SMILES: CO.C(O[C:6]([C:8]1[C:9]([NH:16][C:17]2[CH:18]=[C:19]3[C:23](=[CH:24][CH:25]=2)[NH:22][N:21]=[CH:20]3)=[N:10][C:11]([S:14][CH3:15])=[N:12][CH:13]=1)=[O:7])C.[CH2:26]([NH2:28])[CH3:27]>O>[CH2:26]([NH:28][C:6]([C:8]1[C:9]([NH:16][C:17]2[CH:18]=[C:19]3[C:23](=[CH:24][CH:25]=2)[NH:22][N:21]=[CH:20]3)=[N:10][C:11]([S:14][CH3:15])=[N:12][CH:13]=1)=[O:7])[CH3:27]. Reported procedure: To the solution of methanol (20 ml) was added 4-(1H-5-indazolylamino)-2-methylthio-5-pyrimidinecarboxylic acid ethyl ester (1 g) prepared from preparation example 1, added70% aq. ethylamine (25ml) at room temperatute, and reacted at 30-35° C. for 3 hr. The reaction mixture was cooled and slowly added H2O (30 ml) and stirred for 0.5 hr. The reaction mixture was filtered, washed with 30% aqueous methanol solution (10 ml) obtained the desired compound (0.8 g, 80%) Reactants: CN(C)C=O, CN(C)CCCl, CN1c2ccccc2NC(=O)c2cscc21, Cl. The product is CN(C)CCN1C(=O)c2cscc2N(C)c2ccccc21. As a reaction SMILES: [CH3:24][N:25]([CH3:26])[CH:27]=[O:28].[CH3:2][N:3]([CH2:4][CH2:5][Cl:6])[CH3:7].[CH3:8][N:9]1[c:10]2[c:11]([cH:21][s:22][cH:23]2)[C:12](=[O:20])[NH:13][c:14]2[c:15]1[cH:16][cH:17][cH:18][cH:19]2.[ClH:1]>>[CH3:2][N:3]([CH2:4][CH2:5][N:13]1[C:12](=[O:20])[c:11]2[c:10]([cH:23][s:22][cH:21]2)[N:9]([CH3:8])[c:15]2[c:14]1[cH:19][cH:18][cH:17][cH:16]2)[CH3:7]. Starting materials: CCN(CC)S(F)(F)F, Cn1ccc(NC(=O)c2cc(Oc3ccc(S(C)(=O)=O)cc3)c3c(c2)OC(CO)C3)n1, ClCCl, Cc1cc(C)nc(C)c1. Yields the product Cn1ccc(NC(=O)c2cc(Oc3ccc(S(C)(=O)=O)cc3)c3c(c2)OC(CF)C3)n1. Reaction SMILES: [CH2:41]([N:42]([S:43]([F:44])([F:45])[F:47])[CH2:46][CH3:48])[CH3:49].[CH3:10][n:11]1[n:12][c:13]([NH:16][C:17](=[O:18])[c:19]2[cH:20][c:21]3[c:22]([c:28]([O:30][c:31]4[cH:32][cH:33][c:34]([S:37](=[O:38])(=[O:39])[CH3:40])[cH:35][cH:36]4)[cH:29]2)[CH2:23][CH:24]([CH2:26][OH:27])[O:25]3)[cH:14][cH:15]1.[Cl:50][CH2:51][Cl:52].[n:1]1[c:2]([CH3:3])[cH:4][c:5]([CH3:6])[cH:7][c:8]1[CH3:9]>>[CH3:10][n:11]1[n:12][c:13]([NH:16][C:17](=[O:18])[c:19]2[cH:20][c:21]3[c:22]([c:28]([O:30][c:31]4[cH:32][cH:33][c:34]([S:37](=[O:38])(=[O:39])[CH3:40])[cH:35][cH:36]4)[cH:29]2)[CH2:23][CH:24]([CH2:26][F:47])[O:25]3)[cH:14][cH:15]1. The reactants are CCCC(=O)Nc1cccc(-c2ccc3nnc(C)n3n2)c1, CI, CN(C)C=O, [H-], [Na+]. Product: CCCC(=O)N(C)c1cccc(-c2ccc3nnc(C)n3n2)c1. As a reaction SMILES: [CH3:1][c:2]1[n:3][n:4][c:5]2[n:6]1[n:7][c:8](-[c:11]1[cH:12][c:13]([NH:17][C:18]([CH2:19][CH2:20][CH3:21])=[O:22])[cH:14][cH:15][cH:16]1)[cH:9][cH:10]2.[CH3:25][I:26].[CH3:27][N:28]([CH3:29])[CH:30]=[O:31].[H-:23].[Na+:24]>>[CH3:1][c:2]1[n:3][n:4][c:5]2[n:6]1[n:7][c:8](-[c:11]1[cH:12][c:13]([N:17]([C:18]([CH2:19][CH2:20][CH3:21])=[O:22])[CH3:25])[cH:14][cH:15][cH:16]1)[cH:9][cH:10]2. The reactants are CN(C)CCBr, Br, Brc1cccc(-c2c[nH]nc2OCc2ccccc2)c1, CN(C)C=O, [H-], [Na+], O. Yields the product CN(C)CCn1cc(-c2cccc(Br)c2)c(OCc2ccccc2)n1. Reaction SMILES: [Br:24][CH2:25][CH2:26][N:27]([CH3:28])[CH3:29].[BrH:23].[CH2:1]([c:2]1[cH:3][cH:4][cH:5][cH:6][cH:7]1)[O:8][c:9]1[n:10][nH:11][cH:12][c:13]1-[c:14]1[cH:15][c:16]([Br:20])[cH:17][cH:18][cH:19]1.[CH3:31][N:32]([CH3:33])[CH:34]=[O:35].[H-:21].[Na+:22].[OH2:30]>>[CH2:1]([c:2]1[cH:3][cH:4][cH:5][cH:6][cH:7]1)[O:8][c:9]1[n:10][n:11]([CH2:25][CH2:26][N:27]([CH3:28])[CH3:29])[cH:12][c:13]1-[c:14]1[cH:15][c:16]([Br:20])[cH:17][cH:18][cH:19]1. Starting materials: N1(C=CC=2C1=NC=CC2)[C@@H]2C[C@H](C2)N (trans-3-(1H-pyrrolo[2,3-b]pyridin-1-yl)cyclobutanamine), C(C)(C)N(C(C)C)CC (N,N-diisopropylethylamine), ClC=1SC2=C(N1)C=CC=C2 (2-chlorobenzothiazole). Reagents/catalysts: CN(C1=CC=NC=C1)C (4-dimethylaminopyridine). Solvent: CS(=O)C (DMSO). Run at temperature 110 celsius. Yields the product N1(C=CC=2C1=NC=CC2)[C@@H]2C[C@H](C2)NC=2SC1=C(N2)C=CC=C1 (N-(trans-3-(1H-pyrrolo[2,3-b]pyridin-1-yl)cyclobutyl)benzo[d]thiazol-2-amine). The yield is 17.1%. As a reaction SMILES: [N:1]1([C@H:10]2[CH2:13][C@H:12]([NH2:14])[CH2:11]2)[C:5]2=[N:6][CH:7]=[CH:8][CH:9]=[C:4]2[CH:3]=[CH:2]1.C(N(CC)C(C)C)(C)C.Cl[C:25]1[S:26][C:27]2[CH:33]=[CH:32][CH:31]=[CH:30][C:28]=2[N:29]=1>CN(C)C1C=CN=CC=1.CS(C)=O>[N:1]1([C@H:10]2[CH2:11][C@H:12]([NH:14][C:25]3[S:26][C:27]4[CH:33]=[CH:32][CH:31]=[CH:30][C:28]=4[N:29]=3)[CH2:13]2)[C:5]2=[N:6][CH:7]=[CH:8][CH:9]=[C:4]2[CH:3]=[CH:2]1. Reported procedure: trans-3-(1H-pyrrolo[2,3-b]pyridin-1-yl)cyclobutanamine (78 mg, 0.42 mmol), 4-dimethylaminopyridine (3.56 mg, 0.029 mmol), N,N-diisopropylethylamine (159 μl, 0.916 mmol) and 2-chlorobenzothiazole (81 μl, 0.625 mmol) were added in a round bottomed flask, followed by dry DMSO (833 μl). The mixture was sealed and heated at 110° C. for 16 h. The reaction mixture was partitioned between water, saturated ammonium chloride and ethyl acetate. The organic was dried with magnesium sulfate and evaporated to...